Task: describe an organic reaction: reactants, conditions, products, and yield. Dataset: the Open Reaction Database (ORD), a public repository of structured organic reaction records Starting materials: C(C)(C)[C@@H]1C(N(CCN1)CC1=CC(=NC=C1)C1=CC(=C(C(=C1)OC)OC)OC)=O ((3R)-3-Isopropyl-2-oxo-1-[[2-(3,4,5-trimethoxy-phenyl)pyridin-4-yl]methyl]piperazine), ClCC1=CC(=NC=C1)C1=CC(=C(C(=C1)OC)OC)OC (4-chloromethyl-2-(3,4,5-trimethoxyphenyl)pyridine). Product: Cl.Cl.Cl.C(C)(C)[C@@H]1C(N(CCN1CC1=CC(=NC=C1)C1=CC(=C(C(=C1)OC)OC)OC)CC1=CC(=NC=C1)C1=CC(=C(C(=C1)OC)OC)OC)=O ((3R)-3-isopropyl-2-oxo-N,N′-bis[[2-(3,4,5-trimethoxyphenyl)pyridin-4-yl]methyl]piperazine tri-hydrochloride), Cl (hydrochloride). As a reaction SMILES: [CH:1]([C@H:4]1[NH:9][CH2:8][CH2:7][N:6]([CH2:10][C:11]2[CH:16]=[CH:15][N:14]=[C:13]([C:17]3[CH:22]=[C:21]([O:23][CH3:24])[C:20]([O:25][CH3:26])=[C:19]([O:27][CH3:28])[CH:18]=3)[CH:12]=2)[C:5]1=[O:29])([CH3:3])[CH3:2].[Cl:30][CH2:31][C:32]1[CH:37]=[CH:36][N:35]=[C:34]([C:38]2[CH:43]=[C:42]([O:44][CH3:45])[C:41]([O:46][CH3:47])=[C:40]([O:48][CH3:49])[CH:39]=2)[CH:33]=1>>[ClH:30].[ClH:30].[ClH:30].[CH:1]([C@H:4]1[N:9]([CH2:31][C:32]2[CH:37]=[CH:36][N:35]=[C:34]([C:38]3[CH:43]=[C:42]([O:44][CH3:45])[C:41]([O:46][CH3:47])=[C:40]([O:48][CH3:49])[CH:39]=3)[CH:33]=2)[CH2:8][CH2:7][N:6]([CH2:10][C:11]2[CH:16]=[CH:15][N:14]=[C:13]([C:17]3[CH:22]=[C:21]([O:23][CH3:24])[C:20]([O:25][CH3:26])=[C:19]([O:27][CH3:28])[CH:18]=3)[CH:12]=2)[C:5]1=[O:29])([CH3:3])[CH3:2].[ClH:30] |f:2.3.4.5|. Procedure details: (3R)-3-Isopropyl-2-oxo-1-[[2-(3,4,5-trimethoxy-phenyl)pyridin-4-yl]methyl]piperazine (109 mg) and 4-chloromethyl-2-(3,4,5-trimethoxyphenyl)pyridine (104 mg) were reacted in the same manner as in Example 4 to obtain the title compound as a hydrochloride. Starting materials: BrC=1C=C2C=CC(NC2=NC1)=O (6-bromo-1,8-naphthyridin-2(1H)-one), C(C=C)(=O)OC(C)(C)C (tert-butyl acrylate), C(C)N(C(C)C)C(C)C ((i-Pr)2EtN), arylhalide, CC1=C(C=CC=C1)P(C2=C(C=CC=C2)C)C3=C(C=CC=C3)C (P(o-tol)3). The reagents and catalysts are CC(=O)[O-].CC(=O)[O-].[Pd+2] (Pd(OAc)2), CC(=O)[O-].CC(=O)[O-].[Pd+2] (Pd(OAc)2). Run in CS(=O)C (DMSO), CN(C)C=O (DMF). Run at temperature 100 celsius, time 20 minute. The product is O=C1C=CC=2C=C(C=NC2N1)/C=C/C(=O)OC(C)(C)C ((E)-tert-butyl 3-(7-oxo-7,8-dihydro-1,8-naphthyridin-3-yl)acrylate). RXN SMILES: Br[C:2]1[CH:3]=[C:4]2[C:9](=[N:10][CH:11]=1)[NH:8][C:7](=[O:12])[CH:6]=[CH:5]2.[C:13]([O:17][C:18]([CH3:21])([CH3:20])[CH3:19])(=[O:16])[CH:14]=[CH2:15].C(N(C(C)C)C(C)C)C.CC1C=CC=CC=1P(C1C=CC=CC=1C)C1C=CC=CC=1C>CC([O-])=O.CC([O-])=O.[Pd+2].CS(C)=O.CN(C=O)C>[O:12]=[C:7]1[NH:8][C:9]2[N:10]=[CH:11][C:2](/[CH:15]=[CH:14]/[C:13]([O:17][C:18]([CH3:21])([CH3:20])[CH3:19])=[O:16])=[CH:3][C:4]=2[CH:5]=[CH:6]1 |f:4.5.6|. Procedure: A reaction vessel was charged with 6-bromo-1,8-naphthyridin-2(1H)-one (1.5 g, 6.69 mmol), tert-butyl acrylate (4.86 mL, 33.45 mmol), and (i-Pr)2EtN (3.5 mL, 20.07 mmol) followed by DMF (40 mL). The solution was de-oxygenated with argon for 20 min. The mixture was treated with Pd(OAc)2 (150 mg, 0.67 mmol) and P(o-tol)3 (407 mg, 1.34 mmol) then heated to 100° C. for 15 h (overnight). A TLC analysis indicated that only the starting arylhalide is present. At this time the mixture was a yellow suspen... Starting materials: COCC(=O)Nc1cc2c(cc1Br)C(Nc1ccc(C(=O)OC(C)(C)C)cc1)CC2, CN1CCCC1=O, N#C[Cu], N. Yields the product COCC(=O)Nc1cc2c(cc1C#N)C(Nc1ccc(C(=O)OC(C)(C)C)cc1)CC2. RXN SMILES: [CH3:1][O:2][CH2:3][C:4](=[O:5])[NH:6][c:7]1[cH:8][c:9]2[c:13]([cH:14][c:15]1[Br:16])[CH:12]([NH:17][c:18]1[cH:19][cH:20][c:21]([C:22](=[O:23])[O:24][C:25]([CH3:26])([CH3:27])[CH3:28])[cH:29][cH:30]1)[CH2:11][CH2:10]2.[CH3:35][N:36]1[CH2:37][CH2:38][CH2:39][C:40]1=[O:41].[Cu:31][C:32]#[N:33].[NH3:34]>>[CH3:1][O:2][CH2:3][C:4](=[O:5])[NH:6][c:7]1[cH:8][c:9]2[c:13]([cH:14][c:15]1[C:32]#[N:33])[CH:12]([NH:17][c:18]1[cH:19][cH:20][c:21]([C:22](=[O:23])[O:24][C:25]([CH3:26])([CH3:27])[CH3:28])[cH:29][cH:30]1)[CH2:11][CH2:10]2.